Dataset: the Open Reaction Database (ORD), a public repository of structured organic reaction records. Task: describe an organic reaction: reactants, conditions, products, and yield The reactants are C=CC1CC(C(=O)OCC)=C(CCCCC)O1, CCOC(C)=O. Yields the product CCCCCC1=C(C(=O)OCC)CC(CC)O1. Reaction SMILES: [C:1](=[O:2])([O:3][CH2:4][CH3:5])[C:6]1=[C:10]([CH2:11][CH2:12][CH2:13][CH2:14][CH3:15])[O:9][CH:8]([CH:16]=[CH2:17])[CH2:7]1.[CH3:18][CH2:19][O:20][C:21](=[O:22])[CH3:23]>>[C:1](=[O:2])([O:3][CH2:4][CH3:5])[C:6]1=[C:10]([CH2:11][CH2:12][CH2:13][CH2:14][CH3:15])[O:9][CH:8]([CH2:16][CH3:17])[CH2:7]1. Reactants: O=C(O)c1nc(CCl)n(-c2cccnc2Cl)n1, NC1CCCCC1. Product: O=C(O)c1nc2n(n1)-c1cccnc1N(C1CCCCC1)C2. Reaction SMILES: [Cl:1][c:2]1[n:3][cH:4][cH:5][cH:6][c:7]1-[n:8]1[n:9][c:10]([C:15](=[O:16])[OH:17])[n:11][c:12]1[CH2:13][Cl:14].[NH2:18][CH:19]1[CH2:20][CH2:21][CH2:22][CH2:23][CH2:24]1>>[c:2]12[n:3][cH:4][cH:5][cH:6][c:7]1-[n:8]1[n:9][c:10]([C:15](=[O:16])[OH:17])[n:11][c:12]1[CH2:13][N:18]2[CH:19]1[CH2:20][CH2:21][CH2:22][CH2:23][CH2:24]1. Starting materials: BrC=1SC2=C(N1)C=CC(=C2)C(=O)O (2-Bromo-1,3-benzothiazole-6-carboxylic acid), CN(C(OC(C)(C)C)=O)CCCNC (tert-butyl methyl[3-(methylamino)propyl]carbamate), Cl.C(C)N=C=NCCCN(C)C (1-ethyl-3-(3-dimethylaminopropyl)carbodiimide hydrochloride). Yields the product BrC=1SC2=C(N1)C=CC(=C2)C(=O)N(CCCN(C(OC(C)(C)C)=O)C)C (tert-Butyl (3-{[(2-bromo-1,3-benzothiazol-6-yl)carbonyl](methyl)amino}propyl)methylcarbamate). Yield: 77.1%. Reaction SMILES: [Br:1][C:2]1[S:3][C:4]2[CH:10]=[C:9]([C:11]([OH:13])=O)[CH:8]=[CH:7][C:5]=2[N:6]=1.[CH3:14][N:15]([CH2:23][CH2:24][CH2:25][NH:26][CH3:27])[C:16](=[O:22])[O:17][C:18]([CH3:21])([CH3:20])[CH3:19].Cl.C(N=C=NCCCN(C)C)C>>[Br:1][C:2]1[S:3][C:4]2[CH:10]=[C:9]([C:11]([N:26]([CH3:27])[CH2:25][CH2:24][CH2:23][N:15]([CH3:14])[C:16](=[O:22])[O:17][C:18]([CH3:21])([CH3:19])[CH3:20])=[O:13])[CH:8]=[CH:7][C:5]=2[N:6]=1 |f:2.3|. Procedure details: The compound (100 mg, 0.387 mmol) obtained in Example 93a, tert-butyl methyl[3-(methylamino)propyl]carbamate (78 mg, 0.387 mmol) and 1-ethyl-3-(3-dimethylaminopropyl)carbodiimide hydrochloride (89 mg, 0.464 mmol) were used to give the title compound (132 mg; yield, 77%) as a yellow oily substance according to the method described in Example 89b. Reactants: O=C(CBr)c1ccccc1, CCc1nc(C)cs1, CC#N. Product: [Br-], CCc1scc(C)[n+]1CC(=O)c1ccccc1. Reaction SMILES: [Br:9][CH2:10][C:11](=[O:12])[c:13]1[cH:14][cH:15][cH:16][cH:17][cH:18]1.[CH2:1]([CH3:2])[c:3]1[s:4][cH:5][c:6]([CH3:8])[n:7]1.[CH3:19][C:20]#[N:21]>>[Br-:9].[CH2:1]([CH3:2])[c:3]1[s:4][cH:5][c:6]([CH3:8])[n+:7]1[CH2:10][C:11](=[O:12])[c:13]1[cH:14][cH:15][cH:16][cH:17][cH:18]1. Starting materials: [I-].BrC=1C=CC2=C(C(=CC3=C(O2)C=CC=C3)C3=CC=[N+](C=C3)C)C1 (4-(8-bromodibenz[b,f]oxepin-10-yl)-1-methylpyridinium iodide), [BH4-].[Na+] (sodium borohydride). The solvent is CO (methanol), O (water), O (water). The product is BrC=1C=CC2=C(C(=CC3=C(O2)C=CC=C3)C=3CCN(CC3)C)C1 (4-(8-bromodibenz[b,f]oxepin-10-yl)-1,2,3,6-tetrahydro-1-methylpyridine). Isolated yield 99.0%. As a reaction SMILES: [I-].[Br:2][C:3]1[CH:4]=[CH:5][C:6]2[O:12][C:11]3[CH:13]=[CH:14][CH:15]=[CH:16][C:10]=3[CH:9]=[C:8]([C:17]3[CH:22]=[CH:21][N+:20]([CH3:23])=[CH:19][CH:18]=3)[C:7]=2[CH:24]=1.[BH4-].[Na+]>CO.O>[Br:2][C:3]1[CH:4]=[CH:5][C:6]2[O:12][C:11]3[CH:13]=[CH:14][CH:15]=[CH:16][C:10]=3[CH:9]=[C:8]([C:17]3[CH2:22][CH2:21][N:20]([CH3:23])[CH2:19][CH:18]=3)[C:7]=2[CH:24]=1 |f:0.1,2.3|. Reported procedure: A stirred suspension of 4-(8-bromodibenz[b,f]oxepin-10-yl)-1-methylpyridinium iodide (2.7 g) in methanol (50 ml) was treated with sodium borohydride (1.04 g) and 15 ml of water. The mixture was stirred at ambient temperature for thirty minutes and then was diluted with 175 ml of water. The resulting solid was filtered off, washed with water and then was dissolved in dichloromethane (100 ml). The organic solution was washed with water, then was dried (potassium carbonate) and evaporated in vacuo.... The reactants are O=C1CCC(=O)N1Br, Nc1ncnc2c1ncn2Cc1ccccc1, ClC(Cl)Cl. Yields the product Nc1ncnc2c1nc(Br)n2Cc1ccccc1. Reaction SMILES: [Br:18][N:19]1[C:20](=[O:21])[CH2:22][CH2:23][C:24]1=[O:25].[CH2:1]([c:2]1[cH:3][cH:4][cH:5][cH:6][cH:7]1)[n:8]1[c:9]2[n:10][cH:11][n:12][c:13]([NH2:17])[c:14]2[n:15][cH:16]1.[CH:26]([Cl:27])([Cl:28])[Cl:29]>>[CH2:1]([c:2]1[cH:3][cH:4][cH:5][cH:6][cH:7]1)[n:8]1[c:9]2[n:10][cH:11][n:12][c:13]([NH2:17])[c:14]2[n:15][c:16]1[Br:18]. Reactants: COC1=C(C=C(C=C1)S(=O)(=O)C(F)(F)F)S(=O)(=O)NC1=C(C=CC=C1)NS(=O)(=O)C1=CC=C(C=C1)[N+](=O)[O-] (2-methoxy-N-[2-(4-nitrobenzenesulfonylamino)phenyl]-5-trifluoromethanesulfonylbenzenesulfonamide). Reagents/catalysts: [Fe] (iron). The solvent is CC(=O)O (AcOH), CCOC(=O)C (EtOAc). Run at temperature 100 celsius. The product is NC1=CC=C(C=C1)S(=O)(=O)NC1=C(C=CC=C1)NS(=O)(=O)C1=C(C=CC(=C1)S(=O)(=O)C(F)(F)F)OC (N-[2-(4-aminobenzenesulfonylamino) -phenyl]-2-methoxy-5-trifluoro methanesulfonyl-benzenesulfonamide). Isolated yield 85.9%. RXN SMILES: [CH3:1][O:2][C:3]1[CH:8]=[CH:7][C:6]([S:9]([C:12]([F:15])([F:14])[F:13])(=[O:11])=[O:10])=[CH:5][C:4]=1[S:16]([NH:19][C:20]1[CH:25]=[CH:24][CH:23]=[CH:22][C:21]=1[NH:26][S:27]([C:30]1[CH:35]=[CH:34][C:33]([N+:36]([O-])=O)=[CH:32][CH:31]=1)(=[O:29])=[O:28])(=[O:18])=[O:17]>CC(O)=O.CCOC(C)=O.[Fe]>[NH2:36][C:33]1[CH:32]=[CH:31][C:30]([S:27]([NH:26][C:21]2[CH:22]=[CH:23][CH:24]=[CH:25][C:20]=2[NH:19][S:16]([C:4]2[CH:5]=[C:6]([S:9]([C:12]([F:15])([F:14])[F:13])(=[O:10])=[O:11])[CH:7]=[CH:8][C:3]=2[O:2][CH3:1])(=[O:17])=[O:18])(=[O:29])=[O:28])=[CH:35][CH:34]=1. Reported procedure: To a solution of the 2-methoxy-N-[2-(4-nitrobenzenesulfonylamino)phenyl]-5-trifluoromethanesulfonylbenzenesulfonamide (1 mmol) in AcOH (5 mL), iron powder (300 mg) was added and the resulting reaction mixture was heated at 100° C. for 30 min. The reaction mixture was filtered through a short pad of Celite and the pad was washed with methanol (50 mL) and dichloromethane (25 mL). The filtrate was concentrated under vacuum. The residue obtained was dissolved in EtOAc (50 mL) and washed with 1% aque... The reactants are CC(C)(C)OC(=O)Nc1cccc(N)c1, O=C=NCCCl, C1CCOC1. Product: CC(C)(C)OC(=O)Nc1cccc(NC(=O)NCCCl)c1. Reaction SMILES: [C:1]([CH3:2])([CH3:3])([CH3:4])[O:5][C:6]([NH:7][c:8]1[cH:9][c:10]([NH2:14])[cH:11][cH:12][cH:13]1)=[O:15].[Cl:16][CH2:17][CH2:18][N:19]=[C:20]=[O:21].[O:22]1[CH2:23][CH2:24][CH2:25][CH2:26]1>>[C:1]([CH3:2])([CH3:3])([CH3:4])[O:5][C:6]([NH:7][c:8]1[cH:9][c:10]([NH:14][C:20]([NH:19][CH2:18][CH2:17][Cl:16])=[O:21])[cH:11][cH:12][cH:13]1)=[O:15].